From a dataset of the Open Reaction Database (ORD), a public repository of structured organic reaction records. describe an organic reaction: reactants, conditions, products, and yield The reactants are CC1=CC=C(C(=N1)C(=O)OC)N1N=CC=N1 (methyl 6-methyl-3-(2H-1,2,3-triazol-2-yl)-2-pyridinecarboxylate), [Li+].[OH-] (LiOH). Run in C1CCOC1.O (THF water). Product: CC1=CC=C(C(=N1)C(=O)O)N1N=CC=N1 (6-methyl-3-(2H-1,2,3-triazol-2-yl)-2-pyridinecarboxylic acid). RXN SMILES: [CH3:1][C:2]1[N:7]=[C:6]([C:8]([O:10]C)=[O:9])[C:5]([N:12]2[N:16]=[CH:15][CH:14]=[N:13]2)=[CH:4][CH:3]=1.[Li+].[OH-]>C1COCC1.O>[CH3:1][C:2]1[N:7]=[C:6]([C:8]([OH:10])=[O:9])[C:5]([N:12]2[N:16]=[CH:15][CH:14]=[N:13]2)=[CH:4][CH:3]=1 |f:1.2,3.4|. Reported procedure: A solution of methyl 6-methyl-3-(2H-1,2,3-triazol-2-yl)-2-pyridinecarboxylate D39 (36 mg) and LiOH (5.93 mg, 0.247 mmol) in THF/water (2:1, 3 ml) was stirred overnight. The mixture was evaporated under reduced pressure; the residue was taken up in water (2 ml) and neutralised with 1 M HCl water solution and then loaded onto a pre-conditioned C18 5 g column (the column was eluted with water and then MeOH). The methanol fractions were evaporated under reduced pressure to give the title compound D4... The reactants are ClCCCBr, O=C([O-])[O-], [K+], [K+], CN(C)C=O, CC(C)(C)OC(=O)N1CCC23CCCCC2C1Cc1ccc(O)cc13. Product: CC(C)(C)OC(=O)N1CCC23CCCCC2C1Cc1ccc(OCCCCl)cc13. RXN SMILES: [Br:32][CH2:33][CH2:34][CH2:35][Cl:36].[C:26](=[O:27])([O-:28])[O-:29].[K+:30].[K+:31].[O:37]=[CH:38][N:39]([CH3:40])[CH3:41].[OH:1][c:2]1[cH:3][cH:4][c:5]2[c:14]([cH:15]1)[C:13]13[CH:8]([CH:7]([CH2:6]2)[N:18]([C:19](=[O:20])[O:21][C:22]([CH3:23])([CH3:24])[CH3:25])[CH2:17][CH2:16]1)[CH2:9][CH2:10][CH2:11][CH2:12]3>>[O:1]([c:2]1[cH:3][cH:4][c:5]2[c:14]([cH:15]1)[C:13]13[CH:8]([CH:7]([CH2:6]2)[N:18]([C:19](=[O:20])[O:21][C:22]([CH3:23])([CH3:24])[CH3:25])[CH2:17][CH2:16]1)[CH2:9][CH2:10][CH2:11][CH2:12]3)[CH2:33][CH2:34][CH2:35][Cl:36]. The reactants are C1(=CC=CC=C1)C (toluene), solution, Cl (hydrochloric acid), C(C)OC(COC=1C=C(C=CC1OC)N1C(N(C(C1=O)(C)C)CC1=CC=NC2=CC=CC=C12)=O)OCC (3-[3-(2,2-Diethoxy-ethoxy)-4-methoxy-phenyl]-5,5-dimethyl-1-quinolin-4-ylmethyl-imidazolidine-2,4-dione). Solvent: O1CCOCC1 (1,4-dioxane). Conditions: temperature 80 celsius, time 2 hour. Product: CC1(N(C(N(C1=O)C=1C=CC(=C(OCC=O)C1)OC)=O)CC1=CC=NC2=CC=CC=C12)C ([5-(4,4-Dimethyl-2,5-dioxo-3-quinolin-4-ylmethyl-imidazolidin-1-yl)-2-methoxy-phenoxy]-acetaldehyde). Reaction SMILES: C([O:3][CH:4](OCC)[CH2:5][O:6][C:7]1[CH:8]=[C:9]([N:15]2[C:19](=[O:20])[C:18]([CH3:22])([CH3:21])[N:17]([CH2:23][C:24]3[C:33]4[C:28](=[CH:29][CH:30]=[CH:31][CH:32]=4)[N:27]=[CH:26][CH:25]=3)[C:16]2=[O:34])[CH:10]=[CH:11][C:12]=1[O:13][CH3:14])C.Cl.C1(C)C=CC=CC=1>O1CCOCC1>[CH3:21][C:18]1([CH3:22])[C:19](=[O:20])[N:15]([C:9]2[CH:10]=[CH:11][C:12]([O:13][CH3:14])=[C:7]([CH:8]=2)[O:6][CH2:5][CH:4]=[O:3])[C:16](=[O:34])[N:17]1[CH2:23][C:24]1[C:33]2[C:28](=[CH:29][CH:30]=[CH:31][CH:32]=2)[N:27]=[CH:26][CH:25]=1. Procedure: 410 mg 3-[3-(2,2-Diethoxy-ethoxy)-4-methoxy-phenyl]-5,5-dimethyl-1-quinolin-4-ylmethyl-imidazolidine-2,4-dione were dissolved in 8 ml 1,4-dioxane and 2.05 ml of an aqueous 1 N solution of hydrochloric acid were added. The mixture was stirred for 2 hours at 80° C. Removal of the solvent under reduced pressure yielded a white solid, which was coevaporated twice with toluene. Yield: 340 mg The product is CNc1nccc(-c2cccnc2Oc2ccc(Nc3nnc(Cl)c4c(F)ccc(F)c34)cc2)n1. The reactants are CC(C)(C)O, CCOCC, Fc1ccc(F)c2c(Cl)nnc(Cl)c12, CNc1nccc(-c2cccnc2Oc2ccc(N)cc2)n1. Reaction SMILES: [C:37]([OH:38])([CH3:39])([CH3:40])[CH3:41].[CH3:42][CH2:43][O:44][CH2:45][CH3:46].[Cl:23][c:24]1[n:25][n:26][c:27]([Cl:36])[c:28]2[c:29]([F:35])[cH:30][cH:31][c:32]([F:34])[c:33]12.[NH2:1][c:2]1[cH:3][cH:4][c:5]([O:6][c:7]2[n:8][cH:9][cH:10][cH:11][c:12]2-[c:13]2[n:14][c:15]([NH:19][CH3:20])[n:16][cH:17][cH:18]2)[cH:21][cH:22]1>>[NH:1]([c:2]1[cH:3][cH:4][c:5]([O:6][c:7]2[n:8][cH:9][cH:10][cH:11][c:12]2-[c:13]2[n:14][c:15]([NH:19][CH3:20])[n:16][cH:17][cH:18]2)[cH:21][cH:22]1)[c:27]1[n:26][n:25][c:24]([Cl:23])[c:33]2[c:28]1[c:29]([F:35])[cH:30][cH:31][c:32]2[F:34]. Reactants: C=CCC(CN(C)C(=O)c1cc(Br)cc(I)c1)c1ccc(F)cc1, C=CCC(CN(C)C(=O)c1cc(Cl)cc(Cl)c1)c1ccc(F)cc1. Product: CN(CC(CC=O)c1ccc(F)cc1)C(=O)c1cc(Br)cc(I)c1. RXN SMILES: [Br:1][c:2]1[cH:3][c:4]([C:5](=[O:6])[N:7]([CH3:8])[CH2:9][CH:10]([CH2:11][CH:12]=[CH2:13])[c:14]2[cH:15][cH:16][c:17]([F:20])[cH:18][cH:19]2)[cH:21][c:22]([I:24])[cH:23]1.[Cl:25][c:26]1[cH:27][c:28]([C:34](=[O:30])[N:35]([CH2:36][CH:37]([c:38]2[cH:39][cH:40][c:41]([F:42])[cH:43][cH:44]2)[CH2:45][CH:46]=[CH2:47])[CH3:48])[cH:29][c:31]([Cl:32])[cH:33]1>>[Br:1][c:2]1[cH:3][c:4]([C:5](=[O:6])[N:7]([CH3:8])[CH2:9][CH:10]([CH2:11][CH:12]=[O:30])[c:14]2[cH:15][cH:16][c:17]([F:20])[cH:18][cH:19]2)[cH:21][c:22]([I:24])[cH:23]1. Reactants: ClC1=C(C(=O)Cl)C=C(C(=C1)Cl)F (2,4-dichloro-5-fluorobenzoyl chloride), [Cl-].[Al+3].[Cl-].[Cl-] (aluminum chloride), ClCCCl (1,2-dichloroethane), C#C (Acetylene). Run in C(Cl)Cl (methylene chloride). Yields the product ClC1=C(C=C(C(=C1)Cl)F)C(=O)C=CCl (2-chlorovinyl 2,4-di-chloro-5-fluoro-phenyl ketone). RXN SMILES: [Cl:1][C:2]1[CH:10]=[C:9]([Cl:11])[C:8]([F:12])=[CH:7][C:3]=1[C:4](Cl)=[O:5].[Cl-].[Al+3].[Cl-].[Cl-].[Cl:17][CH2:18][CH2:19]Cl.C#C>C(Cl)Cl>[Cl:1][C:2]1[CH:10]=[C:9]([Cl:11])[C:8]([F:12])=[CH:7][C:3]=1[C:4]([CH:19]=[CH:18][Cl:17])=[O:5] |f:1.2.3.4|. Procedure details: 113.75 g (0.5 mole) of 2,4-dichloro-5-fluorobenzoyl chloride are added dropwise to a suspension of 73 g of anhydrous aluminum chloride and 200 ml of dry 1,2-dichloroethane at 0°-10° C., while cooling with ice and stirring. Acetylene is passed in at 40°-50° C. for 6.5 hours. The reaction mixture is poured onto ice, the organic phase is taken up in methylene chloride and the mixture is subsequently extracted with methylene chloride. After drying with sodium sulphate, the solvent is distilled off i... The reactants are Cl.N12CC3[C@H](C(CC(C1)C3)C2)N ((4r)-1-azatricyclo[3.3.1.13,7]dec-4-ylamine hydrochloride), CC=1SC=C(N1)C1=CC=C(S1)C(=O)O (5-(2-methylthiazol-4-yl)thiophene-2-carboxylic acid), N (NH3). Product: Cl.N12CC3[C@H](C(CC(C1)C3)C2)NC(=O)C=2SC(=CC2)C=2N=C(SC2)C (5-(2-Methylthiazol-4-yl)thiophene-2-carboxylic acid(4r)-(1-azatricyclo[3.3.1.13,7]dec-4-yl)-amide hydrochloride). RXN SMILES: [ClH:1].[N:2]12[CH2:11][CH:6]3[CH2:7][CH:8]([CH2:10][CH:4]([C@H:5]3[NH2:12])[CH2:3]1)[CH2:9]2.[CH3:13][C:14]1[S:15][CH:16]=[C:17]([C:19]2[S:23][C:22]([C:24](O)=[O:25])=[CH:21][CH:20]=2)[N:18]=1.N>>[ClH:1].[N:2]12[CH2:11][CH:6]3[CH2:7][CH:8]([CH2:10][CH:4]([C@H:5]3[NH:12][C:24]([C:22]3[S:23][C:19]([C:17]4[N:18]=[C:14]([CH3:13])[S:15][CH:16]=4)=[CH:20][CH:21]=3)=[O:25])[CH2:3]1)[CH2:9]2 |f:0.1,4.5|. Reported procedure: Prepared from (4r)-1-azatricyclo[3.3.1.13,7]dec-4-ylamine hydrochloride and 5-(2-methylthiazol-4-yl)thiophene-2-carboxylic acid according to methods A and C. 1H NMR (300 MHz, methanol-d4) δ ppm 2.08-2.34 (m, 5H), 2.51 (s, 2H), 2.74 (s, 3H), 3.42-3.64 (m, 4H), 3.88 (d, J=12.5 Hz, 2H), 4.33 (s, 1H), 7.49 (d, J=4.1 Hz, 1H), 7.68 (s, 1H), 7.79 (d, J=4.1 Hz, 1H). MS (DCI/NH3) m/z 360. Reactants: CC(=O)OC(C)=O, Cc1ccc(N)cc1[N+](=O)[O-], O. The product is CC(=O)Nc1ccc(C)c([N+](=O)[O-])c1. Reaction SMILES: [CH3:12][C:13](=[O:14])[O:15][C:16](=[O:17])[CH3:18].[CH3:1][c:2]1[c:3]([N+:9](=[O:10])[O-:11])[cH:4][c:5]([NH2:6])[cH:7][cH:8]1.[OH2:19]>>[CH3:1][c:2]1[c:3]([N+:9](=[O:10])[O-:11])[cH:4][c:5]([NH:6][C:13]([CH3:12])=[O:14])[cH:7][cH:8]1. Reactants: C(C1=CC=CC=C1)OC=1C(C=C(OC1)CNS(=O)(=O)C1=CC=C(C=C1)C)=O (N-(5-Benzyloxy-4-oxo-4H-pyran-2-ylmethyl)-4-methyl-benzenesulfonamide), OC=1C(C=C(OC1)CNS(=O)(=O)C1=CC=CC=C1)=O (N-(5-hydroxy-4-oxo-4H-pyran-2-ylmethyl)-benzene sulfonamide). Yields the product OC=1C(C=C(OC1)CNS(=O)(=O)C1=CC=C(C=C1)C)=O (N-(5-Hydroxy-4-oxo-4H-pyran-2-ylmethyl)-4-methyl-benzenesulfonamide). Yield: 73.0%. Reaction SMILES: C([O:8][C:9]1[C:10](=[O:27])[CH:11]=[C:12]([CH2:15][NH:16][S:17]([C:20]2[CH:25]=[CH:24][C:23]([CH3:26])=[CH:22][CH:21]=2)(=[O:19])=[O:18])[O:13][CH:14]=1)C1C=CC=CC=1.OC1C(=O)C=C(CNS(C2C=CC=CC=2)(=O)=O)OC=1>>[OH:8][C:9]1[C:10](=[O:27])[CH:11]=[C:12]([CH2:15][NH:16][S:17]([C:20]2[CH:25]=[CH:24][C:23]([CH3:26])=[CH:22][CH:21]=2)(=[O:19])=[O:18])[O:13][CH:14]=1. Procedure: N-(5-Hydroxy-4-oxo-4H-pyran-2-ylmethyl)-4-methyl-benzenesulfonamide (8-06) (14.0 g, crude) was synthesized as a light brown solid from N-(5-benzyloxy-4-oxo-4H-pyran-2-ylmethyl)-4-methyl-benzenesulfonamide (7-06) (25.0 g, 64.93 mmol) following the procedure described for N-(5-hydroxy-4-oxo-4H-pyran-2-ylmethyl)-benzenesulfonamide (8-01). Solvent: ClCCl (dichloromethane). Procedure: To 0.05 mol of 4-(4-(2-quinolinylmethyloxy)styryl) benzoic acid in dichloromethane solution (500 ml), chilled in an ice bath, is added thionyl chloride (0.06 mol) and a few drops of dimethylformamide. Upon completion of the reaction, the clear solution is evaporated to give 4-(4-(2-quinolinylmethyloxy)styryl)benzoyl chloride. The reagents and catalysts are CN(C=O)C (dimethylformamide). RXN SMILES: [N:1]1[C:10]2[C:5](=[CH:6][CH:7]=[CH:8][CH:9]=2)[CH:4]=[CH:3][C:2]=1[CH2:11][O:12][C:13]1[CH:29]=[CH:28][C:16]([CH:17]=[CH:18][C:19]2[CH:27]=[CH:26][C:22]([C:23](O)=[O:24])=[CH:21][CH:20]=2)=[CH:15][CH:14]=1.S(Cl)([Cl:32])=O>ClCCl.CN(C)C=O>[N:1]1[C:10]2[C:5](=[CH:6][CH:7]=[CH:8][CH:9]=2)[CH:4]=[CH:3][C:2]=1[CH2:11][O:12][C:13]1[CH:29]=[CH:28][C:16]([CH:17]=[CH:18][C:19]2[CH:27]=[CH:26][C:22]([C:23]([Cl:32])=[O:24])=[CH:21][CH:20]=2)=[CH:15][CH:14]=1. Product: N1=C(C=CC2=CC=CC=C12)COC1=CC=C(C=CC2=CC=C(C(=O)Cl)C=C2)C=C1 (4-(4-(2-quinolinylmethyloxy)styryl)benzoyl chloride). Starting materials: N1=C(C=CC2=CC=CC=C12)COC1=CC=C(C=CC2=CC=C(C(=O)O)C=C2)C=C1 (4-(4-(2-quinolinylmethyloxy)styryl) benzoic acid), S(=O)(Cl)Cl (thionyl chloride).